Dataset: the Open Reaction Database (ORD), a public repository of structured organic reaction records. Task: describe an organic reaction: reactants, conditions, products, and yield The reactants are FC=1C(=NC2=CC=CC(=C2N1)C1=CC=2C(NCCC2N1)=O)C (2-(3-fluoro-2-methylquinoxalin-5-yl)-6,7-dihydro-1H-pyrrolo[3,2-c]pyridin-4(5H)-one), CO.C(Cl)Cl (MeOH DCM), N1CCCC1 (pyrrolidine). Run in CS(=O)C (DMSO). Run at temperature 85 celsius. Product: CC1=NC2=CC=CC(=C2N=C1N1CCCC1)C1=CC=2C(NCCC2N1)=O (2-(2-methyl-3-(pyrrolidin-1-yl)quinoxalin-5-yl)-6,7-dihydro-1H-pyrrolo[3,2-c]pyridin-4(5H)-one). Yield: 61.2%. Reaction SMILES: F[C:2]1[C:3]([CH3:22])=[N:4][C:5]2[C:10]([N:11]=1)=[C:9]([C:12]1[NH:20][C:19]3[CH2:18][CH2:17][NH:16][C:15](=[O:21])[C:14]=3[CH:13]=1)[CH:8]=[CH:7][CH:6]=2.[NH:23]1[CH2:27][CH2:26][CH2:25][CH2:24]1.CO.C(Cl)Cl>CS(C)=O>[CH3:22][C:3]1[C:2]([N:23]2[CH2:27][CH2:26][CH2:25][CH2:24]2)=[N:11][C:10]2[C:5](=[CH:6][CH:7]=[CH:8][C:9]=2[C:12]2[NH:20][C:19]3[CH2:18][CH2:17][NH:16][C:15](=[O:21])[C:14]=3[CH:13]=2)[N:4]=1 |f:2.3|. Procedure: Prepared similar to that described in Example 131 using 2-(3-fluoro-2-methylquinoxalin-5-yl)-6,7-dihydro-1H-pyrrolo[3,2-c]pyridin-4(5H)-one (Example 126; 41.3 mg, 0.098 mmol) and pyrrolidine (0.024 mL, 0.293 mmol) in DMSO (0.8 mL), heating at 85° C. for 40 min. Chromatographic purification (silica gel, 0-100% EtOAc/hexanes, then 0-10% MeOH/DCM) furnished 2-(2-methyl-3-(pyrrolidin-1-yl)quinoxalin-5-yl)-6,7-dihydro-1H-pyrrolo[3,2-c]pyridin-4(5H)-one (21.0 mg, 0.060 mmol, 62% yield) as a yellow sol... The reactants are C1(CCC1)[C@@H](C1=CC(=CC=C1)F)NC(=O)C1=C(N(C(C=C1C)=O)C1=CC=CC=C1)C (2,4-dimethyl-6-oxo-1-phenyl-1,6-dihydro-pyridine-3-carboxylic acid [(S)-cyclobutyl-(3-fluoro-phenyl)-methyl]-amide), ClN1C(CCC1=O)=O (N-chlorosuccinimide), CN(C=O)C (N,N-dimethylformamide). Reaction conditions: time 30 minute. Product: C1(CCC1)[C@@H](C1=CC(=CC=C1)F)NC(=O)C1=C(N(C(C(=C1C)Cl)=O)C1=CC=CC=C1)C (5-Chloro-2,4-dimethyl-6-oxo-1-phenyl-1,6-dihydro-pyridine-3-carboxylic acid [(S)-cyclobutyl-(3-fluoro-phenyl)-methyl]-amide). Isolated yield 67.1%. Reaction SMILES: [CH:1]1([C@H:5]([NH:13][C:14]([C:16]2[C:21]([CH3:22])=[CH:20][C:19](=[O:23])[N:18]([C:24]3[CH:29]=[CH:28][CH:27]=[CH:26][CH:25]=3)[C:17]=2[CH3:30])=[O:15])[C:6]2[CH:11]=[CH:10][CH:9]=[C:8]([F:12])[CH:7]=2)[CH2:4][CH2:3][CH2:2]1.[Cl:31]N1C(=O)CCC1=O.CN(C)C=O>>[CH:1]1([C@H:5]([NH:13][C:14]([C:16]2[C:21]([CH3:22])=[C:20]([Cl:31])[C:19](=[O:23])[N:18]([C:24]3[CH:25]=[CH:26][CH:27]=[CH:28][CH:29]=3)[C:17]=2[CH3:30])=[O:15])[C:6]2[CH:11]=[CH:10][CH:9]=[C:8]([F:12])[CH:7]=2)[CH2:4][CH2:3][CH2:2]1. Procedure: A mixture of 2,4-dimethyl-6-oxo-1-phenyl-1,6-dihydro-pyridine-3-carboxylic acid [(S)-cyclobutyl-(3-fluoro-phenyl)-methyl]-amide (13.9 mg, 0.0343 mmol) and N-chlorosuccinimide (5.33 mg, 0.0399 mmol) in N,N-dimethylformamide (0.3 mL, 4 mmol) was stirred at r.t. for 30 min. It was quenched and stirred with water (4 ml) for 5 min, then filtered, washed with water and dried in vacuo to give 10.1 mg of the title compound as a colourless solid, yield 67%. LC-MS (m/z) 439.4 & 441.6 (3:1, MH+); tR=1.52 (... The reactants are [OH-].[K+] (KOH), O (H2O), C(F)(F)Cl (HCF2Cl), C(C1=CC=CC=C1)N1CC2CC=3C=C(C=CC3C(C1)C2)O (11-Benzyl-11-aza-tricyclo[7.3.1.02,7]trideca-2(7),3,5-trien-5-ol). Run in O1CCOCC1 (dioxane). Yields the product C(C1=CC=CC=C1)N1CC2CC=3C=C(C=CC3C(C1)C2)OC(F)F (11-BENZYL-5-DIFLUOROMETHOXY-11-AZA-TRICYCLO[7.3.1.02,7]TRIDECA-2(7),3,5-TRIENE). Reaction SMILES: [CH2:1]([N:8]1[CH2:19][CH:18]2[CH2:20][CH:10]([CH2:11][C:12]3[CH:13]=[C:14]([OH:21])[CH:15]=[CH:16][C:17]=32)[CH2:9]1)[C:2]1[CH:7]=[CH:6][CH:5]=[CH:4][CH:3]=1.O.[CH:23](Cl)([F:25])[F:24].[OH-].[K+]>O1CCOCC1>[CH2:1]([N:8]1[CH2:19][CH:18]2[CH2:20][CH:10]([CH2:11][C:12]3[CH:13]=[C:14]([O:21][CH:23]([F:25])[F:24])[CH:15]=[CH:16][C:17]=32)[CH2:9]1)[C:2]1[CH:3]=[CH:4][CH:5]=[CH:6][CH:7]=1 |f:3.4|. Procedure details: 11-Benzyl-11-aza-tricyclo[7.3.1.02,7]trideca-2(7),3,5-trien-5-ol (572 mg, 2.05 mmol) was stirred in dioxane (5 mL) and H2O (1 mL) at reflux under a balloon of freon (HCF2Cl). To this was added 3N KOH dropwise so as to maintain a pH˜12. The consumption of starting material was monitored by TLC for over 2 hours. The reaction was cooled, diluted with H2O (40 mL) and extracted with EtOAc. The organic layer was washed with a sat. aq. Na2CO3 soln. (25 mL) and brine (25 mL), dried (MgSO2), filtered and... The reactants are CCCCCCCCCCCCCCCCCC(=O)OCC(COC(=O)CCCCCCCCCCCCCCCCC)OC(=O)CCCCCCCCCCCCCCCCC.CCCCCCCC/C=C\CCCCCCCC(=O)OCC(OC(=O)CCCCCCC/C=C\CCCCCCCC)COC(=O)CCCCCCC/C=C\CCCCCCCC (stearin olein), mono- and diglyceride, [Na] (sodium), HOSO, tocopherols, diacetyl tartaric acid ester. The solvent is O (water), O (water). Reaction conditions: time 3 second. Product: CCCCCCCCCCCCCCCCCC(=O)OCC(COC(=O)CCCCCCCCCCCCCCCCC)OC(=O)CCCCCCCCCCCCCCCCC (Stearin). RXN SMILES: [CH3:1][CH2:2][CH2:3][CH2:4][CH2:5][CH2:6][CH2:7][CH2:8][CH2:9][CH2:10][CH2:11][CH2:12][CH2:13][CH2:14][CH2:15][CH2:16][CH2:17][C:18]([O:20][CH2:21][CH:22]([O:44][C:45]([CH2:47][CH2:48][CH2:49][CH2:50][CH2:51][CH2:52][CH2:53][CH2:54][CH2:55][CH2:56][CH2:57][CH2:58][CH2:59][CH2:60][CH2:61][CH2:62][CH3:63])=[O:46])[CH2:23][O:24][C:25]([CH2:27][CH2:28][CH2:29][CH2:30][CH2:31][CH2:32][CH2:33][CH2:34][CH2:35][CH2:36][CH2:37][CH2:38][CH2:39][CH2:40][CH2:41][CH2:42][CH3:43])=[O:26])=[O:19].CCCCCCCC/C=C\CCCCCCCC(OCC(COC(CCCCCCC/C=C\CCCCCCCC)=O)OC(CCCCCCC/C=C\CCCCCCCC)=O)=O.[Na]>O>[CH3:1][CH2:2][CH2:3][CH2:4][CH2:5][CH2:6][CH2:7][CH2:8][CH2:9][CH2:10][CH2:11][CH2:12][CH2:13][CH2:14][CH2:15][CH2:16][CH2:17][C:18]([O:20][CH2:21][CH:22]([O:44][C:45]([CH2:47][CH2:48][CH2:49][CH2:50][CH2:51][CH2:52][CH2:53][CH2:54][CH2:55][CH2:56][CH2:57][CH2:58][CH2:59][CH2:60][CH2:61][CH2:62][CH3:63])=[O:46])[CH2:23][O:24][C:25]([CH2:27][CH2:28][CH2:29][CH2:30][CH2:31][CH2:32][CH2:33][CH2:34][CH2:35][CH2:36][CH2:37][CH2:38][CH2:39][CH2:40][CH2:41][CH2:42][CH3:43])=[O:26])=[O:19] |f:0.1,^1:126|. Reported procedure: In the second of a series of flavor stability tests, high oleic sunflower oil (abbreviated “HOSO”, see above from Cargill, Inc.), anhydrous milkfat (AMF) and a palm oil stearin+olein blend obtained from Loders Crooklan, Channahon, Ill. (SansTrans™39 product abbreviated “POSO” with a melting point of 37-41° C.), were each evaluated for their ability to stabilize the flavor of menhaden fish oil dispersed in skim milk. Skim milk was fortified with sufficient non-fat dry milk to produce a final prot... The reactants are C(C)(C)(C)OC1=CC=C(CC2=NN(C(=C2)C2CCNCC2)CC)C=C1 (4-(3-(4-t-butoxybenzyl)-1-ethyl-(1H-pyrazol-5-yl))piperidine), C(=O)[C@H]1CN(C[C@@H]1C1=CC(=CC=C1)F)[C@@H](C(=O)OCC1=CC=CC=C1)C1CCCCC1 (α-(R)-(3-(R)-formyl-4-(S)-(3-fluorophenyl)-pyrrolidin-1-yl)-cyclohexaneacetic acid, benzyl ester). Product: [NH4+].C(C)(C)(C)OC1=CC=C(CC2=NN(C(=C2)C2CCN(CC2)C[C@H]2CN(C[C@@H]2C2=CC(=CC=C2)F)[C@@H](C(=O)[O-])C2CCCCC2)CC)C=C1 (α-(R)-(3-(S)-((4-(3-(4-t-Butoxybenzyl)-1-ethyl-(1H-pyrazol-5-yl))piperidin-1-yl)methyl)-4-(S)-(3-fluorophenyl)pyrrolidin-1-yl)-2-cyclohexylacetic Acid, Ammonium Salt). As a reaction SMILES: [C:1]([O:5][C:6]1[CH:25]=[CH:24][C:9]([CH2:10][C:11]2[CH:15]=[C:14]([CH:16]3[CH2:21][CH2:20][NH:19][CH2:18][CH2:17]3)[N:13]([CH2:22][CH3:23])[N:12]=2)=[CH:8][CH:7]=1)([CH3:4])([CH3:3])[CH3:2].[CH:26]([C@@H:28]1[C@@H:32]([C:33]2[CH:38]=[CH:37][CH:36]=[C:35]([F:39])[CH:34]=2)[CH2:31][N:30]([C@H:40]([CH:51]2[CH2:56][CH2:55][CH2:54][CH2:53][CH2:52]2)[C:41]([O:43]CC2C=CC=CC=2)=[O:42])[CH2:29]1)=O>>[NH4+:12].[C:1]([O:5][C:6]1[CH:25]=[CH:24][C:9]([CH2:10][C:11]2[CH:15]=[C:14]([CH:16]3[CH2:21][CH2:20][N:19]([CH2:26][C@@H:28]4[C@@H:32]([C:33]5[CH:38]=[CH:37][CH:36]=[C:35]([F:39])[CH:34]=5)[CH2:31][N:30]([C@H:40]([CH:51]5[CH2:56][CH2:55][CH2:54][CH2:53][CH2:52]5)[C:41]([O-:43])=[O:42])[CH2:29]4)[CH2:18][CH2:17]3)[N:13]([CH2:22][CH3:23])[N:12]=2)=[CH:8][CH:7]=1)([CH3:2])([CH3:4])[CH3:3] |f:2.3|. Procedure: The title compound was prepared using procedures described in Example 570 Steps D and E using 4-(3-(4-t-butoxybenzyl)-1-ethyl-(1H-pyrazol-5-yl))piperidine, from Example 570 Step C and Aldehyde 6. ESI-MS 659.4 (M+H), HPLC A: 4.10 min. Starting materials: CC(C)I, [K+], [K+], O=C([O-])[O-], CN(C)C=O, O=C1CCC(c2ccc(O)cc2)CC1. Product: CC(C)Oc1ccc(C2CCC(=O)CC2)cc1. As a reaction SMILES: [I:21][CH:22]([CH3:23])[CH3:24].[K+:15].[K+:16].[O-:17][C:18]([O-:19])=[O:20].[O:25]=[CH:26][N:27]([CH3:28])[CH3:29].[OH:1][c:2]1[cH:3][cH:4][c:5]([CH:8]2[CH2:9][CH2:10][C:11](=[O:14])[CH2:12][CH2:13]2)[cH:6][cH:7]1>>[O:1]([c:2]1[cH:3][cH:4][c:5]([CH:8]2[CH2:9][CH2:10][C:11](=[O:14])[CH2:12][CH2:13]2)[cH:6][cH:7]1)[CH:22]([CH3:23])[CH3:24]. The reactants are CC1(N(N(C(C1)=O)C(=O)OCC1=CC=CC=C1)CC#C)C (Benzyl 3,3-dimethyl-5-oxo-2-(prop-2-ynyl)pyrazolidine-1-carboxylate), [BH4-].[Na+] (sodium borohydride), OS(=O)(=O)O (H2SO4). The solvent is C1CCOC1 (THF), CCO (EtOH). Conditions: temperature -20 celsius, time 3 hour. Yields the product OC1CC(N(N1C(=O)OCC1=CC=CC=C1)CC#C)(C)C (Benzyl 5-hydroxy-3,3-dimethyl-2-(prop-2-ynyl)pyrazolidine-1-carboxylate). Isolated yield 76.1%. RXN SMILES: [CH3:1][C:2]1([CH3:21])[CH2:6][C:5](=[O:7])[N:4]([C:8]([O:10][CH2:11][C:12]2[CH:17]=[CH:16][CH:15]=[CH:14][CH:13]=2)=[O:9])[N:3]1[CH2:18][C:19]#[CH:20].[BH4-].[Na+].OS(O)(=O)=O>C1COCC1.CCO>[OH:7][CH:5]1[N:4]([C:8]([O:10][CH2:11][C:12]2[CH:17]=[CH:16][CH:15]=[CH:14][CH:13]=2)=[O:9])[N:3]([CH2:18][C:19]#[CH:20])[C:2]([CH3:21])([CH3:1])[CH2:6]1 |f:1.2|. Reported procedure: To a stirred solution of 104 (3.0 g, 10.48 mmol) in THF (75 mL) and EtOH (50 mL), sodium borohydride (2.6 g, 68.1 mmol) was added at −20° C. followed by few drops of conc. H2SO4 and stirred for 3 h at −20° C. The reaction mixture was quenched with sat. NaHCO3 solution at −20° C. and allowed to reach room temperature. The reaction mixture was concentrated under reduced pressure and the residue was dissolved in EtOAc. The organic layer was washed with water, dried over Na2SO4 and concentrated unde...